From a dataset of the Open Reaction Database (ORD), a public repository of structured organic reaction records. describe an organic reaction: reactants, conditions, products, and yield The reactants are CC(C)(C)[Si](C)(C)Cl, CC(O)c1c(F)cccc1Cl, CN(C)C=O, c1c[nH]cn1. The product is CC(O[Si](C)(C)C(C)(C)C)c1c(F)cccc1Cl. Reaction SMILES: [C:17]([CH3:18])([CH3:19])([CH3:20])[Si:21]([CH3:22])([CH3:23])[Cl:24].[Cl:1][c:2]1[c:3]([CH:9]([CH3:10])[OH:11])[c:4]([F:8])[cH:5][cH:6][cH:7]1.[O:25]=[CH:26][N:27]([CH3:28])[CH3:29].[nH:12]1[cH:13][cH:14][n:15][cH:16]1>>[Cl:1][c:2]1[c:3]([CH:9]([CH3:10])[O:11][Si:21]([C:17]([CH3:18])([CH3:19])[CH3:20])([CH3:22])[CH3:23])[c:4]([F:8])[cH:5][cH:6][cH:7]1. Starting materials: FC(C(=O)O)(F)F (trifluoroacetic acid), FC(S(=O)(=O)O)(F)F (trifluoromethanesulfonic acid), COC1=CC=C(CS[C@H]2C[C@H](N(C2)C(=O)OCC2=CC=C(C=C2)[N+](=O)[O-])C(=O)N[C@@H]2CN(CC2)C(=O)OCC2=CC=C(C=C2)[N+](=O)[O-])C=C1 ((2S,4S)-4-(4-methoxybenzylthio)-2-[(3S)-1-(4-nitrobenzyloxycarbonyl)pyrrolidin-3-ylaminocarbonyl]-1-(4-nitrobenzyloxycarbonyl)pyrrolidine). Run in C1(=CC=CC=C1)OC (anisole). Run at time 1 hour. Product: S[C@H]1C[C@H](N(C1)C(=O)OCC1=CC=C(C=C1)[N+](=O)[O-])C(=O)N[C@@H]1CN(CC1)C(=O)OCC1=CC=C(C=C1)[N+](=O)[O-] ((2S,4S)-4-Mercapto-2[(3S)-1-(4-nitrobenzyloxycarbonyl)pyrrolidin-3-ylaminocarbonyl]-1-(4-nitrobenzyloxycarbonyl)pyrrolidine). Yield: 136.2%. RXN SMILES: FC(F)(F)C(O)=O.FC(F)(F)S(O)(=O)=O.COC1C=CC(C[S:23][C@@H:24]2[CH2:28][N:27]([C:29]([O:31][CH2:32][C:33]3[CH:38]=[CH:37][C:36]([N+:39]([O-:41])=[O:40])=[CH:35][CH:34]=3)=[O:30])[C@H:26]([C:42]([NH:44][C@H:45]3[CH2:49][CH2:48][N:47]([C:50]([O:52][CH2:53][C:54]4[CH:59]=[CH:58][C:57]([N+:60]([O-:62])=[O:61])=[CH:56][CH:55]=4)=[O:51])[CH2:46]3)=[O:43])[CH2:25]2)=CC=1>C1(OC)C=CC=CC=1>[SH:23][C@@H:24]1[CH2:28][N:27]([C:29]([O:31][CH2:32][C:33]2[CH:38]=[CH:37][C:36]([N+:39]([O-:41])=[O:40])=[CH:35][CH:34]=2)=[O:30])[C@H:26]([C:42]([NH:44][C@H:45]2[CH2:49][CH2:48][N:47]([C:50]([O:52][CH2:53][C:54]3[CH:55]=[CH:56][C:57]([N+:60]([O-:62])=[O:61])=[CH:58][CH:59]=3)=[O:51])[CH2:46]2)=[O:43])[CH2:25]1. Procedure: 6.5 ml of trifluoroacetic acid and 0.21 ml of trifluoromethanesulfonic acid were added to a suspension of 835 mg of (2S,4S)-4-(4-methoxybenzylthio)-2-[(3S)-1-(4-nitrobenzyloxycarbonyl)pyrrolidin-3-ylaminocarbonyl]-1-(4-nitrobenzyloxycarbonyl)pyrrolidine [prepared as described in step (iii) above] in 1.3 ml of anisole, whilst ice-cooling, and the resulting mixture was stirred at room temperature for 1 hour. At the end of this time, the solvent was removed by distillation under reduced pressure, a...